Dataset: the Open Reaction Database (ORD), a public repository of structured organic reaction records. Task: describe an organic reaction: reactants, conditions, products, and yield The reactants are CCO, CCCC(C)COc1ccc(C(CN=[N+]=[N-])NC(=O)C(C)c2ccccc2)cc1. Product: CCCC(C)COc1ccc(C(CN)NC(=O)C(C)c2ccccc2)cc1. As a reaction SMILES: [CH3:30][CH2:31][OH:32].[N:1](=[N+:2]=[N-:3])[CH2:4][CH:5]([c:6]1[cH:7][cH:8][c:9]([O:12][CH2:13][CH:14]([CH2:15][CH2:16][CH3:17])[CH3:18])[cH:10][cH:11]1)[NH:19][C:20]([CH:21]([CH3:22])[c:23]1[cH:24][cH:25][cH:26][cH:27][cH:28]1)=[O:29]>>[NH2:1][CH2:4][CH:5]([c:6]1[cH:7][cH:8][c:9]([O:12][CH2:13][CH:14]([CH2:15][CH2:16][CH3:17])[CH3:18])[cH:10][cH:11]1)[NH:19][C:20]([CH:21]([CH3:22])[c:23]1[cH:24][cH:25][cH:26][cH:27][cH:28]1)=[O:29]. Procedure details: A solution of HCl in dioxane (4.0 M, 30 mL) is added to a solution of (1R,3S,4S)-3-[(5-bromo-pyrimidin-2-ylamino)-methyl]-2-aza-bicyclo[2.2.1]heptane-2-carboxylic acid tert-butyl ester (6.63 mmol) in dioxane (30 mL). After 4 h the solvents are removed in vacuo to give a crude product which is used without further purification. LC-MS: tR=0.64 min; [M+H]+=283.0. Product: [C@@H]12N[C@@H]([C@@H](CC1)C2)CNC2=NC=C(C=N2)Br ([(1R,3S,4S)-1-(2-Aza-bicyclo[2.2.1]hept-3-yl)methyl]-(5-bromo-pyrimidin-2-yl)-amine). As a reaction SMILES: Cl.C(OC([N:9]1[C@H:14]([CH2:15][NH:16][C:17]2[N:22]=[CH:21][C:20]([Br:23])=[CH:19][N:18]=2)[C@@H:13]2[CH2:24][C@H:10]1[CH2:11][CH2:12]2)=O)(C)(C)C>O1CCOCC1>[C@H:10]12[CH2:24][C@H:13]([CH2:12][CH2:11]1)[C@@H:14]([CH2:15][NH:16][C:17]1[N:22]=[CH:21][C:20]([Br:23])=[CH:19][N:18]=1)[NH:9]2. Reactants: Cl (HCl), C(C)(C)(C)OC(=O)N1[C@@H]2CC[C@H]([C@H]1CNC1=NC=C(C=N1)Br)C2 ((1R,3S,4S)-3-[(5-bromo-pyrimidin-2-ylamino)-methyl]-2-aza-bicyclo[2.2.1]heptane-2-carboxylic acid tert-butyl ester). The solvent is O1CCOCC1 (dioxane), O1CCOCC1 (dioxane). Reactants: NC=1N=C(C2=C(N1)C[C@@H](NC2=S)C2=C(C=C(C=C2)F)Br)C ((R)-2-amino-7-(2-bromo-4-fluorophenyl)-4-methyl-7,8-dihydropyrido[4,3-d]pyrimidine-5(6H)-thione), NOC[C@H]1N(C[C@@H](C1)O[Si](C)(C)C(C)(C)C)C(=O)OC(C)(C)C ((2S,4R)-tert-butyl 2-(aminooxymethyl)-4-(tert-butyldimethylsilyloxy)pyrrolidine-1-carboxylate). Reagents/catalysts: [Hg](OC(=O)C)OC(=O)C (Hg(OAc)2). Solvent: C1(=CC=CC=C1)C (toluene). Run at temperature 100 celsius. Product: NC=1N=C(C/2=C(N1)C[C@@H](N\C2=N/OC[C@H]2N(C[C@@H](C2)O[Si](C)(C)C(C)(C)C)C(=O)OC(C)(C)C)C2=C(C=C(C=C2)F)Br)C ((2S,4R)-tert-butyl 2-(((Z)—((R)-2-amino-7-(2-bromo-4-fluorophenyl)-4-methyl-7,8-dihydropyrido[4,3-d]pyrimidin-5-(6H)-ylidene)aminooxy)methyl)-4-(tert-butyldimethylsilyloxy)pyrrolidine-1-carboxylate). The yield is 58.8%. As a reaction SMILES: [NH2:1][C:2]1[N:3]=[C:4]([CH3:21])[C:5]2[C:11](=S)[NH:10][C@@H:9]([C:13]3[CH:18]=[CH:17][C:16]([F:19])=[CH:15][C:14]=3[Br:20])[CH2:8][C:6]=2[N:7]=1.[NH2:22][O:23][CH2:24][C@@H:25]1[CH2:29][C@@H:28]([O:30][Si:31]([C:34]([CH3:37])([CH3:36])[CH3:35])([CH3:33])[CH3:32])[CH2:27][N:26]1[C:38]([O:40][C:41]([CH3:44])([CH3:43])[CH3:42])=[O:39]>[Hg](OC(C)=O)OC(C)=O.C1(C)C=CC=CC=1>[NH2:1][C:2]1[N:3]=[C:4]([CH3:21])[C:5]2=[C:6]([CH2:8][C@H:9]([C:13]3[CH:18]=[CH:17][C:16]([F:19])=[CH:15][C:14]=3[Br:20])[NH:10]/[C:11]/2=[N:22]\[O:23][CH2:24][C@@H:25]2[CH2:29][C@@H:28]([O:30][Si:31]([C:34]([CH3:37])([CH3:36])[CH3:35])([CH3:33])[CH3:32])[CH2:27][N:26]2[C:38]([O:40][C:41]([CH3:44])([CH3:43])[CH3:42])=[O:39])[N:7]=1. Reported procedure: A mixture of (R)-2-amino-7-(2-bromo-4-fluorophenyl)-4-methyl-7,8-dihydropyrido[4,3-d]pyrimidine-5(6H)-thione (183 mg, 0.5 mmol), (2S,4R)-tert-butyl 2-(aminooxymethyl)-4-(tert-butyldimethylsilyloxy)pyrrolidine-1-carboxylate (692 mg, 2.0 mmol), Hg(OAc)2 (320 mg, 1.0 mmol) and toluene (2 mL) was heated at 100° C. for 2 h. Cooled to r.t., filtered through celite and purified to afford (2S,4R)-tert-butyl 2-(((Z)—((R)-2-amino-7-(2-bromo-4-fluorophenyl)-4-methyl-7,8-dihydropyrido[4,3-d]pyrimidin-5-(6H)... The reactants are [Na] (sodium), ice water, CC(CC=O)CCCC(C)(OC)C (3,7-dimethyl-7-methoxy-octanal), COC(\C(=C(\C)/P(=O)(OCC)OCC)\C)=O (diethylphosphono-α-methyl-crotonic acid methyl ester). The solvent is C1=CC=CC=C1 (benzene), CO (methanol). Run at temperature 60 celsius, time 5 hour. Yields the product COC(C(=CC=CCC(CCCC(C)(C)OC)C)C)=O (11-methoxy-2,7,11-trimethyl-2,4-dodecadienoic acid methyl ester). RXN SMILES: [CH3:1][CH:2]([CH2:6][CH2:7][CH2:8][C:9]([CH3:13])([O:11][CH3:12])[CH3:10])[CH2:3][CH:4]=O.[CH3:14][O:15][C:16](=[O:29])/[C:17](/[CH3:28])=[C:18](\P(OCC)(OCC)=O)/[CH3:19].[Na]>C1C=CC=CC=1.CO>[CH3:14][O:15][C:16](=[O:29])[C:17]([CH3:28])=[CH:18][CH:19]=[CH:4][CH2:3][CH:2]([CH3:1])[CH2:6][CH2:7][CH2:8][C:9]([O:11][CH3:12])([CH3:13])[CH3:10] |^1:29|. Reported procedure: 29.5 g of 3,7-dimethyl-7-methoxy-octanal and 42 g of diethylphosphono-α-methyl-crotonic acid methyl ester are dissolved in 100 ml of absolute benzene. To this solution there is added dropwise 4.1 g of sodium dissolved in 50 ml of absolute methanol. The mixture is stirred for 5 hours at 60°C., poured on to ice-water and extracted with diethyl ether. The ethereal solution is washed with water, then with aqueous sodium bicarbonate solution and once again with water, dried with sodium sulphate, filt...